Dataset: the Open Reaction Database (ORD), a public repository of structured organic reaction records. Task: describe an organic reaction: reactants, conditions, products, and yield Yields the product ClC1=CC=C2C(=C1)NC(C21C(NC(CC1C1=C(C=CC(=C1)Cl)OC(C)(C)C(=O)OC)=O)C1=C(C=CC(=C1)C)OC)=O (racemic (2′S,3S,4′R)-6-chloro-4′-[5-chloro-2-(1-methoxycarbonyl-1-methyl-ethoxy)-phenyl]-2′-(5-methyl-2-methoxy-phenyl)spiro[3H-indole-3,3′-piperidine]-2,6′(1H)-dione). The reactants are C(C)(C)(C)OC(=O)N1C(\C(\C2=CC=C(C=C12)Cl)=C/C1=C(C=CC(=C1)Cl)OC(C)(C)C(=O)OC)=O (Z-6-chloro-3-[5-chloro-2-(1-methoxycarbonyl-1-methyl-ethoxy)-benzylidene]-2-oxo-2,3-dihydro-indole-1-carboxylic acid tert-butyl ester), CC=1C=CC(=C(C1)C=NC(=C)O[Si](C)(C)C)OC (1-(5-methyl-2-methoxy-phenyl)-3-trimethylsilyoxy-2-aza-1,3-butadiene). The solvent is C1(=CC=CC=C1)C (toluene). As a reaction SMILES: C(OC([N:8]1[C:16]2[C:11](=[CH:12][CH:13]=[C:14]([Cl:17])[CH:15]=2)/[C:10](=[CH:18]/[C:19]2[CH:24]=[C:23]([Cl:25])[CH:22]=[CH:21][C:20]=2[O:26][C:27]([C:30]([O:32][CH3:33])=[O:31])([CH3:29])[CH3:28])/[C:9]1=[O:34])=O)(C)(C)C.[CH3:35][C:36]1[CH:37]=[CH:38][C:39]([O:51][CH3:52])=[C:40]([CH:42]=[N:43][C:44]([O:46][Si](C)(C)C)=[CH2:45])[CH:41]=1>C1(C)C=CC=CC=1>[Cl:17][C:14]1[CH:15]=[C:16]2[NH:8][C:9](=[O:34])[C:10]3([CH:18]([C:19]4[CH:24]=[C:23]([Cl:25])[CH:22]=[CH:21][C:20]=4[O:26][C:27]([C:30]([O:32][CH3:33])=[O:31])([CH3:29])[CH3:28])[CH2:45][C:44](=[O:46])[NH:43][CH:42]3[C:40]3[CH:41]=[C:36]([CH3:35])[CH:37]=[CH:38][C:39]=3[O:51][CH3:52])[C:11]2=[CH:12][CH:13]=1. The yield is 2.3%. Procedure: In a manner similar to the method described in Example 10d, E/Z-6-chloro-3-[5-chloro-2-(1-methoxycarbonyl-1-methyl-ethoxy)-benzylidene]-2-oxo-2,3-dihydro-indole-1-carboxylic acid tert-butyl ester (5 g, 10.31 mmol) prepared in Example 1c was reacted with 1-(5-methyl-2-methoxy-phenyl)-3-trimethylsilyoxy-2-aza-1,3-butadiene (51 mmol) in toluene to give the title compound as a white solid (143 mg). Starting materials: C(C)OC(=O)C=1C=NC2=C(C=CC=C2C1Cl)OC (4-Chloro-8-methoxy-quinoline-3-carboxylic acid ethyl ester), COC=1C=C(N)C=CC1OC (3,4-dimethoxy-aniline). The product is C(C)OC(=O)C=1C=NC2=C(C=CC=C2C1NC1=CC(=C(C=C1)OC)OC)OC (4-(3,4-dimethoxy-phenylamino)-8-methoxy-quinoline-3-carboxylic acid ethyl ester). RXN SMILES: [CH2:1]([O:3][C:4]([C:6]1[CH:7]=[N:8][C:9]2[C:14]([C:15]=1Cl)=[CH:13][CH:12]=[CH:11][C:10]=2[O:17][CH3:18])=[O:5])[CH3:2].[CH3:19][O:20][C:21]1[CH:22]=[C:23]([CH:25]=[CH:26][C:27]=1[O:28][CH3:29])[NH2:24]>>[CH2:1]([O:3][C:4]([C:6]1[CH:7]=[N:8][C:9]2[C:14]([C:15]=1[NH:24][C:23]1[CH:25]=[CH:26][C:27]([O:28][CH3:29])=[C:21]([O:20][CH3:19])[CH:22]=1)=[CH:13][CH:12]=[CH:11][C:10]=2[O:17][CH3:18])=[O:5])[CH3:2]. Reported procedure: 4-Chloro-8-methoxy-quinoline-3-carboxylic acid ethyl ester (89 mg, 0.3 mmol) was treated with 3,4-dimethoxy-aniline following general procedure B to afford 4-(3,4-dimethoxy-phenylamino)-8-methoxy-quinoline-3-carboxylic acid ethyl ester (103 mg). Thus obtained amino-ester (38 mg, 0.1 mmol) was subjected to reaction with ethyl isocyanate (0.5 mmol) according to general procedure C to furnish 1-(3,4-dimethoxy-phenyl)-3-ethyl-7-methoxy-1H-pyrimido[5,4-c]quinoline-2,4-dione (23 mg). LCMS: m/z 408 [M+... Starting materials: S(O)(=O)(=O)Cl (chlorosulfuric acid), C(C)O (ethanol), FC(=CC(F)(F)F)F (1,1,3,3,3-pentafluoropropene), ice water. Reaction conditions: temperature 20 celsius, time 6 hour. Product: C(F)(F)(F)CC(=O)OCC (CF3CH2COOEt). The yield is 87.0%. As a reaction SMILES: S(Cl)(=O)(=O)[OH:2].F[C:7](F)=[CH:8][C:9]([F:12])([F:11])[F:10].[CH2:14]([OH:16])[CH3:15]>>[C:9]([CH2:8][C:7]([O:16][CH2:14][CH3:15])=[O:2])([F:12])([F:11])[F:10]. Reported procedure: A 100 mL Hastelloy shaker tube was loaded with 26.5 g (0.227 mole) chlorosulfuric acid, cooled in liquid nitrogen, evacuated and loaded with 30 g (0.225 mole) of 1,1,3,3,3-pentafluoropropene. The reaction vessel was allowed to warm and kept on a shaker at 40° C. at autogenous pressure for 6 hours. The pressure tube was unloaded, and the reaction mixture was added drop by drop into the flask containing 60 ml of ethanol at −10° C. over a 15 minute period. The reaction mixture was stirred overnight... Starting materials: ClC=1C(OC(C1C1=CC=CC=C1)=O)=O (3-chloro-4-phenylfuran-2,5-dione), NCC1=NC=CC=C1 (2-aminomethyl-pyridine). The solvent is C(C)(=O)O (acetic acid). The product is ClC=1C(N(C(C1C1=CC=CC=C1)=O)CC1=NC=CC=C1)=O (3-Chloro-4-phenyl-1-(pyridin-2-ylmethyl)-1H-pyrrole-2,5-dione). Reaction SMILES: [Cl:1][C:2]1[C:3](=[O:14])O[C:5](=[O:13])[C:6]=1[C:7]1[CH:12]=[CH:11][CH:10]=[CH:9][CH:8]=1.[NH2:15][CH2:16][C:17]1[CH:22]=[CH:21][CH:20]=[CH:19][N:18]=1>C(O)(=O)C>[Cl:1][C:2]1[C:3](=[O:14])[N:15]([CH2:16][C:17]2[CH:22]=[CH:21][CH:20]=[CH:19][N:18]=2)[C:5](=[O:13])[C:6]=1[C:7]1[CH:8]=[CH:9][CH:10]=[CH:11][CH:12]=1. Procedure: A solution of 3-chloro-4-phenylfuran-2,5-dione (0.20 mmol, 42 mg) and 2-aminomethyl-pyridine (0.20 mmol, 22 mg) in glacial acetic acid (1 mL) was heated in a microwave reactor at 120° C. for two min. After cooling, the solvent was evaporated at reduced pressure. The crude product was used without purification. Starting materials: C(OC1=C(C=C(C=C1)F)C1CCCC1)(OC)=O (2-Cyclopentyl-4-fluorophenyl methyl carbonate), OS(=O)(=O)O (H2SO4), [N+](=O)([O-])[O-].[K+] (KNO3). Reaction conditions: temperature 0 celsius, time 2 hour. Product: C(OC1=C(C=C(C(=C1)[N+](=O)[O-])F)C1CCCC1)(OC)=O (2-cyclopentyl-4-fluoro-5-nitrophenyl methyl carbonate). The yield is 77.2%. Reaction SMILES: [C:1](=[O:17])([O:15][CH3:16])[O:2][C:3]1[CH:8]=[CH:7][C:6]([F:9])=[CH:5][C:4]=1[CH:10]1[CH2:14][CH2:13][CH2:12][CH2:11]1.OS(O)(=O)=O.[N+:23]([O-])([O-:25])=[O:24].[K+]>>[C:1](=[O:17])([O:15][CH3:16])[O:2][C:3]1[CH:8]=[C:7]([N+:23]([O-:25])=[O:24])[C:6]([F:9])=[CH:5][C:4]=1[CH:10]1[CH2:14][CH2:13][CH2:12][CH2:11]1 |f:2.3|. Procedure details: 2-Cyclopentyl-4-fluorophenyl methyl carbonate (2.246 g, 9.43 mmol) was added portion-wise to H2SO4 (6.9 mL, 130.0 mmol) to generate a colorless homogeneous solution. This solution was then cooled to 0° C. and KNO3 (1.143 g, 11.31 mmol) was added portion-wise maintaining the internal temperature below 5° C. The reaction was stirred for 2 h and then poured on ice water. The aqueous layer was extracted with dichloromethane (3×10 mL). The combined organic extracts were dried over Na2SO4, filtered an...